Dataset: the Open Reaction Database (ORD), a public repository of structured organic reaction records. Task: describe an organic reaction: reactants, conditions, products, and yield Reactants: COC=1C(=C(C=CC1)S(=O)(=O)N)C (3-methoxy-2-methylbenzene sulfonamide), S(=O)=O (sulfur dioxide), N (ammonia), NC1=C(C(=CC=C1)[N+](=O)[O-])C (2-amino-6-nitro-toluene), N(=O)[O-].[Na+] (sodium nitrite). Reagents/catalysts: [Cu](Cl)Cl (copper(II)chloride). Solvent: O (water), C(C)(=O)O (acetic acid), S(O)(O)(=O)=O (sulfuric acid), O (water), O (water). Product: CC1=C(C=CC=C1[N+](=O)[O-])S(=O)(=O)N (2-Methyl-3-nitro-benzene sulfonamide). As a reaction SMILES: N[C:2]1[CH:7]=[CH:6][CH:5]=[C:4]([N+:8]([O-:10])=[O:9])[C:3]=1[CH3:11].N([O-])=O.[Na+].S(=O)=O.N.COC1C(C)=C([S:28]([NH2:31])(=[O:30])=[O:29])C=CC=1>S(=O)(=O)(O)O.O.C(O)(=O)C.[Cu](Cl)Cl>[CH3:11][C:3]1[C:4]([N+:8]([O-:10])=[O:9])=[CH:5][CH:6]=[CH:7][C:2]=1[S:28]([NH2:31])(=[O:30])=[O:29] |f:1.2|. Procedure: 7.5 gm (49 mmols) of 2-amino-6-nitro-toluene were dissolved in a mixture of 27.5 gm of concentrated sulfuric acid and 250 ml of water, and the solution was diazotized with a solution of 3.75 gm (54 mmols) of sodium nitrite in 7.5 ml of water at 0° to 5° C. After 2 hours the reaction mixture was added in portions to a previously prepared mixture of 90 ml of a sulfur dioxide solution in glacial acetic acid and a solution of 1.5 gm of copper(II)chloride in 4 ml of water at 20° C. The further treatm... Reactants: COc1cc(Br)c2c(c1)OCCN2, CCC(C1CC1)n1cc(Cl)nc(Cl)c1=O. Yields the product CCC(C1CC1)n1cc(Cl)nc(N2CCOc3cc(OC)cc(Br)c32)c1=O. Reaction SMILES: [Br:16][c:17]1[cH:18][c:19]([O:27][CH3:28])[cH:20][c:21]2[c:22]1[NH:23][CH2:24][CH2:25][O:26]2.[Cl:1][c:2]1[c:3](=[O:15])[n:4]([CH:9]([CH2:10][CH3:11])[CH:12]2[CH2:13][CH2:14]2)[cH:5][c:6]([Cl:8])[n:7]1>>[c:2]1([N:23]2[c:22]3[c:17]([Br:16])[cH:18][c:19]([O:27][CH3:28])[cH:20][c:21]3[O:26][CH2:25][CH2:24]2)[c:3](=[O:15])[n:4]([CH:9]([CH2:10][CH3:11])[CH:12]2[CH2:13][CH2:14]2)[cH:5][c:6]([Cl:8])[n:7]1. The reactants are C1(=CC=CC=C1)C=1N=C(SC1)NC(OCC)=O (ethyl N-(4-phenyl-2-thiazolyl)carbamate), NC1=NC=CC=C1 (2-aminopyridine). The solvent is CC=1C=CC=CC1C (o-xylene). Conditions: time 2.5 hour. The product is N1=C(C=CC=C1)NC(=O)NC=1SC=C(N1)C1=CC=CC=C1 (N-(2-pyridyl)-N'-(4-phenylthiazol-2-yl)urea). The yield is 67.0%. Reaction SMILES: [C:1]1([C:7]2[N:8]=[C:9]([NH:12][C:13](=[O:17])OCC)[S:10][CH:11]=2)[CH:6]=[CH:5][CH:4]=[CH:3][CH:2]=1.[NH2:18][C:19]1[CH:24]=[CH:23][CH:22]=[CH:21][N:20]=1>CC1C=CC=CC=1C>[N:20]1[CH:21]=[CH:22][CH:23]=[CH:24][C:19]=1[NH:18][C:13]([NH:12][C:9]1[S:10][CH:11]=[C:7]([C:1]2[CH:2]=[CH:3][CH:4]=[CH:5][CH:6]=2)[N:8]=1)=[O:17]. Reported procedure: Into 45 ml of o-xylene, were added 1.5 g of ethyl N-(4-phenyl-2-thiazolyl)carbamate and 4.0 g of 2-aminopyridine. The mixture was stirred for 2.5 hours under refluxing. The reaction solution was allowed to stand for cooling. Deposited crystals were collected by filtration and washed with methyl alcohol. The crystals were then recrystallized from an N,N-dimethylformamide/methyl alcohol mixed solvent to obtain 1.2 g of N-(2-pyridyl)-N'-(4-phenylthiazol-2-yl)urea. Starting materials: O=C([O-])[O-], CCO, Cl, [K+], [K+], O, CC(=O)Nc1ccc(Oc2ccc(-n3c(-c4ccccc4O)nc(-c4ccccc4)c3-c3ccccc3)cc2)cc1. The product is Nc1ccc(Oc2ccc(-n3c(-c4ccccc4O)nc(-c4ccccc4)c3-c3ccccc3)cc2)cc1. RXN SMILES: [C:46](=[O:47])([O-:48])[O-:49].[CH3:1][CH2:2][OH:3].[ClH:45].[K+:50].[K+:51].[OH2:52].[OH:4][c:5]1[c:6](-[c:11]2[n:12](-[c:28]3[cH:29][cH:30][c:31]([O:32][c:33]4[cH:34][cH:35][c:36]([NH:39][C:40](=[O:41])[CH3:42])[cH:37][cH:38]4)[cH:43][cH:44]3)[c:13](-[c:22]3[cH:23][cH:24][cH:25][cH:26][cH:27]3)[c:14](-[c:16]3[cH:17][cH:18][cH:19][cH:20][cH:21]3)[n:15]2)[cH:7][cH:8][cH:9][cH:10]1>>[OH:4][c:5]1[c:6](-[c:11]2[n:12](-[c:28]3[cH:29][cH:30][c:31]([O:32][c:33]4[cH:34][cH:35][c:36]([NH2:39])[cH:37][cH:38]4)[cH:43][cH:44]3)[c:13](-[c:22]3[cH:23][cH:24][cH:25][cH:26][cH:27]3)[c:14](-[c:16]3[cH:17][cH:18][cH:19][cH:20][cH:21]3)[n:15]2)[cH:7][cH:8][cH:9][cH:10]1. Yields the product [N+](=O)([O-])C=1C=CC(=C(C(=O)C2=CC=CC=C2)C1)O (5-nitro-2-hydroxy-benzophenone). Yield: 56.3%. Procedure details: Into an autoclave, were charged 30 g of 2-chloro-5-nitrobenzophenone, 300 ml of water, and 9.70 g of potassium hydroxide. The mixture was allowed to react at 150° to 160° C. with stirring for 5 hours. Upon cooling to room temperature, there was obtained a clear liquid, reddish orange in color. The liquid was further cooled below 0° C. and strongly acidified with cold concentrated hydrochloric acid. The precipitated solids were collected by filtration, washed with water, and recrystallized from e... The reactants are ClC1=C(C(=O)C2=CC=CC=C2)C=C(C=C1)[N+](=O)[O-] (2-chloro-5-nitrobenzophenone), [OH-].[K+] (potassium hydroxide), Cl (hydrochloric acid). The solvent is O (water). Run at time 5 hour. As a reaction SMILES: Cl[C:2]1[CH:15]=[CH:14][C:13]([N+:16]([O-:18])=[O:17])=[CH:12][C:3]=1[C:4]([C:6]1[CH:11]=[CH:10][CH:9]=[CH:8][CH:7]=1)=[O:5].[OH-:19].[K+].Cl>O>[N+:16]([C:13]1[CH:14]=[CH:15][C:2]([OH:19])=[C:3]([CH:12]=1)[C:4]([C:6]1[CH:11]=[CH:10][CH:9]=[CH:8][CH:7]=1)=[O:5])([O-:18])=[O:17] |f:1.2|.